This data is from the Open Reaction Database (ORD), a public repository of structured organic reaction records. The task is: describe an organic reaction: reactants, conditions, products, and yield Reactants: ClC(Cl)(OC(OC(Cl)(Cl)Cl)=O)Cl (triphosgene), N[C@@H](C(=O)NC=1C=NC(=CC1)OC1=CC=CC2=C1C(=NO2)CC)CC ((2R)-2-amino-N-{6-[(3-ethyl-1,2-benzisoxazol-4-yl)oxy]-3-pyridinyl}butanamide), N[C@@H](C(=O)NC=1C=NC(=CC1)OC1=CC=CC2=C1C(=NO2)CC)CC ((2R)-2-amino-N-{6-[(3-ethyl-1,2-benzisoxazol-4-yl)oxy]-3-pyridinyl}butanamide), TEA. Run in ClCCl (dichloromethane), ClCCl (dichloromethane). Run at temperature 0 celsius, time 30 minute. The product is C(C)[C@@H]1C(N(C(N1)=O)C=1C=NC(=CC1)OC1=CC=CC2=C1C(=NO2)CC)=O ((5R)-5-ethyl-3-{6-[(3-ethyl-1,2-benzisoxazol-4-yl)oxy]-3-pyridinyl}-2,4-imidazolidinedione). Reaction SMILES: [NH2:1][C@H:2]([CH2:24][CH3:25])[C:3]([NH:5][C:6]1[CH:7]=[N:8][C:9]([O:12][C:13]2[C:18]3[C:19]([CH2:22][CH3:23])=[N:20][O:21][C:17]=3[CH:16]=[CH:15][CH:14]=2)=[CH:10][CH:11]=1)=[O:4].Cl[C:27](Cl)([O:29]C(=O)OC(Cl)(Cl)Cl)Cl>ClCCl>[CH2:24]([C@H:2]1[NH:1][C:27](=[O:29])[N:5]([C:6]2[CH:7]=[N:8][C:9]([O:12][C:13]3[C:18]4[C:19]([CH2:22][CH3:23])=[N:20][O:21][C:17]=4[CH:16]=[CH:15][CH:14]=3)=[CH:10][CH:11]=2)[C:3]1=[O:4])[CH3:25]. Reported procedure: (2R)-2-amino-N-{6-[(3-ethyl-1,2-benzisoxazol-4-yl)oxy]-3-pyridinyl}butanamide (Intermediate 35) was dissolved in dichloromethane (1.0 ml) and TEA (0.004 ml, 0.03 mmol) was added. The reaction mixture was cooled down to 0° C. and triphosgene (1.3 mg, 4.49 μmol) dissolved in 0.1 ml of dichloromethane was added. The reaction mixture was stirred at that temperature for 30 minutes. The mixture was quenched with 0.5 ml of water and water was removed by addition of sodium sulphate. The organic phase wa... Reactants: CC(C(CC=O)C1=CC=CC=C1)=C (4-Methyl-3-phenyl-4-pentenal), Cl.NO (hydroxylamine hydrochloride). The solvent is C(C)O (ethyl alcohol). The product is CC(C(CC#N)C1=CC=CC=C1)=C (4-methyl-3-phenyl-4-pentenenitrile). The yield is 37.2%. As a reaction SMILES: [CH3:1][C:2](=[CH2:13])[CH:3]([C:7]1[CH:12]=[CH:11][CH:10]=[CH:9][CH:8]=1)[CH2:4][CH:5]=O.Cl.[NH2:15]O>C(O)C>[CH3:1][C:2](=[CH2:13])[CH:3]([C:7]1[CH:12]=[CH:11][CH:10]=[CH:9][CH:8]=1)[CH2:4][C:5]#[N:15] |f:1.2|. Reported procedure: 4-Methyl-3-phenyl-4-pentenal (15.27 g; 0.077 mol) and hydroxylamine hydrochloride (8.1 g; 0.116 mol) were heated together in 95% ethyl alcohol (125 ml) at reflux under nitrogen for 3 hours. Ethyl alcohol was removed on the rotavapor and the residue partitioned between n-heptane and water (100 ml each). The aqueous phase was reextracted with n-heptane (100 ml). Each organic phase was washed with 5% aqueous HCl, water, aqueous saturated NaHCO3 and brine (100 ml each). Combined extracts were dried ... Reactants: IC=1C2=C(C(=NC1)N)C(=CS2)C2=CC=C(C=C2)OC2=CC=CC=C2 (7-iodo-3-(4-phenoxyphenyl)thieno[3,2-c]pyridin-4-amine), C(C=C)(=O)OC(C)(C)C (tert-butyl acrylate), C1=CC=C(C=C1)P(C2=CC=CC=C2)C3=CC=CC=C3 (PPh3), C(=O)([O-])[O-].[Na+].[Na+] (Na2CO3). The reagents and catalysts are CC(=O)[O-].CC(=O)[O-].[Pd+2] (Pd(OAc)2). Run in CN(C)C=O (DMF). The product is NC1=NC=C(C2=C1C(=CS2)C2=CC=C(C=C2)OC2=CC=CC=C2)/C=C/C(=O)OC(C)(C)C (tert-butyl (2E)-3-[4-amino-3-(4-phenoxyphenyl)thieno[3,2-c]pyridin-7-yl]acrylate). Isolated yield 76.0%. Reaction SMILES: I[C:2]1[C:3]2[S:11][CH:10]=[C:9]([C:12]3[CH:17]=[CH:16][C:15]([O:18][C:19]4[CH:24]=[CH:23][CH:22]=[CH:21][CH:20]=4)=[CH:14][CH:13]=3)[C:4]=2[C:5]([NH2:8])=[N:6][CH:7]=1.[C:25]([O:29][C:30]([CH3:33])([CH3:32])[CH3:31])(=[O:28])[CH:26]=[CH2:27].C1C=CC(P(C2C=CC=CC=2)C2C=CC=CC=2)=CC=1.C([O-])([O-])=O.[Na+].[Na+]>CC([O-])=O.CC([O-])=O.[Pd+2].CN(C=O)C>[NH2:8][C:5]1[C:4]2[C:9]([C:12]3[CH:17]=[CH:16][C:15]([O:18][C:19]4[CH:24]=[CH:23][CH:22]=[CH:21][CH:20]=4)=[CH:14][CH:13]=3)=[CH:10][S:11][C:3]=2[C:2](/[CH:27]=[CH:26]/[C:25]([O:29][C:30]([CH3:33])([CH3:32])[CH3:31])=[O:28])=[CH:7][N:6]=1 |f:3.4.5,6.7.8|. Procedure: A mixture of Example 221A (2 g, 4.5 mmol), tert-butyl acrylate (1.3 mL, 8.8 mmol), Pd(OAc)2 (100 mg, 0.44 mmol), PPh3 (236 mg, 0.89 mmol), Na2CO3 (0.95 g, 8.9 mmol), and DMF (40 mL) was stirred for 18 hours at 80° C. under a nitrogen atmosphere. The mixture was concentrated to half its original volume and poured into 10% NaCl (300 mL). The product was extracted with ethyl acetate (3×70 mL). The combined organic extracts were washed with brine, dried (MgSO4), filtered, and concentrated. The resid...